Dataset: the Open Reaction Database (ORD), a public repository of structured organic reaction records. Task: describe an organic reaction: reactants, conditions, products, and yield Yields the product Cl.C1(CC1)C1=NN(C(=C1)C1CC1)C1=CC=C(C=C1)NC(C1=CC=NC=C1)=O (N-[4-(3,5-dicyclopropyl-1H-pyrazol-1-yl)phenyl]isonicotinamide hydrochloride). RXN SMILES: [CH:1]1([C:4]2[CH:8]=[C:7]([CH:9]3[CH2:11][CH2:10]3)[N:6]([C:12]3[CH:17]=[CH:16][C:15]([NH:18][C:19](=[O:26])[C:20]4[CH:25]=[CH:24][N:23]=[CH:22][CH:21]=4)=[CH:14][CH:13]=3)[N:5]=2)[CH2:3][CH2:2]1.C(O)(=O)C1C=CN=CC=1.[ClH:36]>C1COCC1.C(OCC)C>[ClH:36].[CH:1]1([C:4]2[CH:8]=[C:7]([CH:9]3[CH2:11][CH2:10]3)[N:6]([C:12]3[CH:13]=[CH:14][C:15]([NH:18][C:19](=[O:26])[C:20]4[CH:25]=[CH:24][N:23]=[CH:22][CH:21]=4)=[CH:16][CH:17]=3)[N:5]=2)[CH2:2][CH2:3]1 |f:5.6|. Reaction conditions: time 15 minute. The solvent is C(C)OCC (diethyl ether), C1CCOC1 (THF). Starting materials: Cl (HCl), C1(CC1)C1=NN(C(=C1)C1CC1)C1=CC=C(C=C1)NC(C1=CC=NC=C1)=O (N-[4-(3,5-dicyclopropyl-1H-pyrazol-1-yl)phenyl] isonicotinamide), C(C1=CC=NC=C1)(=O)O (isonicotinic acid), intermediate 27. Procedure details: Following the general procedure-1 N-[4-(3,5-dicyclopropyl-1H-pyrazol-1-yl)phenyl] isonicotinamide (40 mg) was prepared from isonicotinic acid (74 mg, 0.60 mmol) and intermediate 27 (120 mg, 0.50 mmol) as a pale yellow solid and dissolved in THF. Saturated HCl in diethyl ether was added to this solution at 0° C. and stirred for 15 min Solid that separated out was filtered and dried to give the title compound (47 mg) as an yellow solid. M.P. 232-238° C. 1H-NMR (δ ppm, DMSO-d6, 400 MHz): 11.08 (s, ... Reported procedure: The title compound was prepared from {5-chloro-4-methyl-2-[3-oxo-3-(3-pyrazin-2-yl-phenyl)-propionylamino]-phenyl}-carbamic acid tert-butyl ester (Example M94) (0.38 g, 0.79 mmol) by treatment with TFA in CH2Cl2 according to the general procedure N. Obtained as an off-white solid (240 mg, 84%). Reactants: C(C)(C)(C)OC(NC1=C(C=C(C(=C1)Cl)C)NC(CC(C1=CC(=CC=C1)C1=NC=CN=C1)=O)=O)=O ({5-chloro-4-methyl-2-[3-oxo-3-(3-pyrazin-2-yl-phenyl)-propionylamino]-phenyl}-carbamic acid tert-butyl ester), C(=O)(C(F)(F)F)O (TFA). The yield is 84.0%. Product: ClC1=CC2=C(NC(CC(=N2)C2=CC(=CC=C2)C2=NC=CN=C2)=O)C=C1C (7-Chloro-8-methyl-4-(3-pyrazin-2-yl-phenyl)-1,3-dihydro-benzo[b][1,4]diazepin-2-one), solid. Reaction SMILES: C(OC(=O)[NH:7][C:8]1[CH:13]=[C:12]([Cl:14])[C:11]([CH3:15])=[CH:10][C:9]=1[NH:16][C:17](=[O:33])[CH2:18][C:19](=O)[C:20]1[CH:25]=[CH:24][CH:23]=[C:22]([C:26]2[CH:31]=[N:30][CH:29]=[CH:28][N:27]=2)[CH:21]=1)(C)(C)C.C(O)(C(F)(F)F)=O>C(Cl)Cl>[Cl:14][C:12]1[C:11]([CH3:15])=[CH:10][C:9]2[NH:16][C:17](=[O:33])[CH2:18][C:19]([C:20]3[CH:25]=[CH:24][CH:23]=[C:22]([C:26]4[CH:31]=[N:30][CH:29]=[CH:28][N:27]=4)[CH:21]=3)=[N:7][C:8]=2[CH:13]=1. The solvent is C(Cl)Cl (CH2Cl2).